This data is from the Open Reaction Database (ORD), a public repository of structured organic reaction records. The task is: describe an organic reaction: reactants, conditions, products, and yield The reactants are CC(=O)O, ClCCl, C#CCOC(=O)N(I)CC(=O)OC, Cl, [K+], [Li+], C1CCOC1, [OH-], O=S(=O)([O-])O. The product is C#CCOC(=O)N(I)CC(=O)O. Reaction SMILES: [C:23]([OH:24])(=[O:25])[CH3:26].[CH2:27]([Cl:28])[Cl:29].[CH3:1][O:2][C:3]([CH2:4][N:5]([I:6])[C:7](=[O:8])[O:9][CH2:10][C:11]#[CH:12])=[O:13].[ClH:22].[K+:21].[Li+:14].[O:30]1[CH2:31][CH2:32][CH2:33][CH2:34]1.[OH-:15].[S:16]([O-:17])([OH:18])(=[O:19])=[O:20]>>[O:2]=[C:3]([CH2:4][N:5]([I:6])[C:7](=[O:8])[O:9][CH2:10][C:11]#[CH:12])[OH:13].